This data is from the Open Reaction Database (ORD), a public repository of structured organic reaction records. The task is: describe an organic reaction: reactants, conditions, products, and yield Starting materials: COc1ccc(C(=O)O)cc1OC, CC(C)COC(=O)Cl, O=C1Cc2cc(N3CCNCC3)ccc2N1, CN(C)C=O. Product: COc1ccc(C(=O)N2CCN(c3ccc4c(c3)CC(=O)N4)CC2)cc1OC. Reaction SMILES: [CH3:1][O:2][c:3]1[cH:4][cH:5][c:6]([C:11]([OH:12])=[O:13])[cH:7][c:8]1[O:9][CH3:10].[Cl:14][C:15]([O:16][CH2:17][CH:18]([CH3:19])[CH3:20])=[O:21].[N:22]1([c:28]2[cH:29][c:30]3[c:34]([cH:35][cH:36]2)[NH:33][C:32](=[O:37])[CH2:31]3)[CH2:23][CH2:24][NH:25][CH2:26][CH2:27]1.[O:38]=[CH:39][N:40]([CH3:41])[CH3:42]>>[CH3:1][O:2][c:3]1[cH:4][cH:5][c:6]([C:11](=[O:13])[N:25]2[CH2:24][CH2:23][N:22]([c:28]3[cH:29][c:30]4[c:34]([cH:35][cH:36]3)[NH:33][C:32](=[O:37])[CH2:31]4)[CH2:27][CH2:26]2)[cH:7][c:8]1[O:9][CH3:10]. The reactants are ClC1=NC=CC(=N1)Cl (2,4-Dichloropyrimidine), TEA, [F-].[K+] (KF), OC(=O)C(F)(F)F.ClC1=C(C=CC=C1)S(=O)(=O)[C@@H]1CNCC1 ((S)-3-(2-Chloro-benzenesulfonyl)-pyrrolidine TFA salt). The solvent is C(C)#N (ACN). Reaction conditions: temperature 150 celsius, time 2 hour. The product is ClC1=NC=CC(=N1)N1C[C@H](CC1)S(=O)(=O)C1=C(C=CC=C1)Cl (2-Chloro-4-[(S)-3-(2-chloro-benzenesulfonyl)-pyrrolidin-1-yl]-pyrimidine). Isolated yield 36.6%. As a reaction SMILES: OC(C(F)(F)F)=O.[Cl:8][C:9]1[CH:14]=[CH:13][CH:12]=[CH:11][C:10]=1[S:15]([C@H:18]1[CH2:22][CH2:21][NH:20][CH2:19]1)(=[O:17])=[O:16].[Cl:23][C:24]1[N:29]=[C:28](Cl)[CH:27]=[CH:26][N:25]=1.[F-].[K+]>C(#N)C>[Cl:23][C:24]1[N:29]=[C:28]([N:20]2[CH2:21][CH2:22][C@H:18]([S:15]([C:10]3[CH:11]=[CH:12][CH:13]=[CH:14][C:9]=3[Cl:8])(=[O:16])=[O:17])[CH2:19]2)[CH:27]=[CH:26][N:25]=1 |f:0.1,3.4|. Reported procedure: (S)-3-(2-Chloro-benzenesulfonyl)-pyrrolidine TFA salt (250 mg) was dissolved in ACN (3.0 mL). 2,4-Dichloropyrimidine (155 mg), TEA (0.39 mL) and KF (4 mg) were added to the solution. The reaction mixture was stirred at 150° C. in the microwave oven for 2 h. The reaction mixture was evaporated to dryness and purified with preparative HPLC to yield 2-Chloro-4-[(S)-3-(2-chloro-benzenesulfonyl)-pyrrolidin-1-yl]-pyrimidine (91 mg, 36%) as a light yellow solid. MS: m/z=358.0 [M+H]+. Reactants: C(C)(=O)O[BH-](OC(C)=O)OC(C)=O.[Na+] (Sodium triacetoxyborohydride), COC1=C(C(=O)NC2COCCC2=O)C(=CC(=C1)C(F)(F)F)SC (2-Methoxy-6-methylsulfanyl-N-(4-oxo-tetrahydro-pyran-3-yl)-4-trifluoromethyl-benzamide), COC1=C(C(=O)NC2COCCC2=O)C(=CC(=C1)C(F)(F)F)SC (2-Methoxy-6-methylsulfanyl-N-(4-oxo-tetrahydro-pyran-3-yl)-4-trifluoromethyl-benzamide), C(C)(=O)O (Acetic acid), N1CCCC1 (pyrrolidine). Solvent: O1CCCC1 (tetrahydrofurane). Run at time 1 hour. Product: COC1=C(C(=O)N[C@@H]2COCC[C@@H]2N2CCCC2)C(=CC(=C1)C(F)(F)F)SC (cis-2-methoxy-6-methylsulfanyl-N-((3RS,4RS)-4-pyrrolidin-1-yl-tetrahydro-pyran-3-yl)-4-trifluoromethyl-benzamide). Yield: 23.0%. As a reaction SMILES: [CH3:1][O:2][C:3]1[CH:18]=[C:17]([C:19]([F:22])([F:21])[F:20])[CH:16]=[C:15]([S:23][CH3:24])[C:4]=1[C:5]([NH:7][CH:8]1[C:13](=O)[CH2:12][CH2:11][O:10][CH2:9]1)=[O:6].C(O)(=O)C.[NH:29]1[CH2:33][CH2:32][CH2:31][CH2:30]1.C(O[BH-](OC(=O)C)OC(=O)C)(=O)C.[Na+]>O1CCCC1>[CH3:1][O:2][C:3]1[CH:18]=[C:17]([C:19]([F:20])([F:22])[F:21])[CH:16]=[C:15]([S:23][CH3:24])[C:4]=1[C:5]([NH:7][C@H:8]1[C@@H:13]([N:29]2[CH2:33][CH2:32][CH2:31][CH2:30]2)[CH2:12][CH2:11][O:10][CH2:9]1)=[O:6] |f:3.4|. Reported procedure: 2-Methoxy-6-methylsulfanyl-N-(4-oxo-tetrahydro-pyran-3-yl)-4-trifluoromethyl-benzamide (intermediate C, 300 mg, 0.83 mmol) was dissolved in 5 mL tetrahydrofurane. Acetic acid (86 mg, 1.4 mmol) and pyrrolidine (70 mg, 0.99 mmol) were added and the reaction mixture was stirred 1 h at room temperature. Sodium triacetoxyborohydride (209 mg, 0.99 mmol) was added and stirring was continued at room temperature overnight. The mixture was extracted with 2N sodium carbonate solution and ethyl acetate. The... RXN SMILES: [C:1](Cl)(=[O:19])[CH2:2][CH2:3][CH2:4][CH2:5][CH2:6][CH2:7][CH2:8]/[CH:9]=[CH:10]\[CH2:11][CH2:12][CH2:13][CH2:14][CH2:15][CH2:16]CC.[NH:21]([C:29](OCC1C=CC=CC=1)=O)[C@H:22]([C:26]([OH:28])=[O:27])[CH:23]([CH3:25])C.[C:39](Cl)(=O)CCCCCCCCCCCCCCC>>[N:21]1([C:1]([CH2:2][CH2:3][CH2:4][CH2:5][CH2:6][CH2:7][CH2:8][CH2:9][CH2:10][CH2:11][CH2:12][CH2:13][CH2:14][CH2:15][CH3:16])=[O:19])[CH2:29][CH2:25][CH2:23][C@H:22]1[C:26]([O:28][CH3:39])=[O:27]. Product: N1([C@H](C(=O)OC)CCC1)C(=O)CCCCCCCCCCCCCCC (palmitoyl-Pro-OMe). Procedure details: Instead of oleoyl chloride in ((a), a) palmitoyl chloride was used to obtain (a') palmitoyl-Pro-OMe (SUAM 1135). The reactants are C(CCCCCCC\C=C/CCCCCCCC)(=O)Cl (oleoyl chloride), N([C@@H](C(C)C)C(=O)O)C(=O)OCC1=CC=CC=C1 (Z-Val-OH), C(CCCCCCCCCCCCCCC)(=O)Cl (palmitoyl chloride). The reactants are C(CC(O)(C(=O)O)CC(=O)O)(=O)O (citric acid), S1C(=CC=C1)S(=O)(=O)NC=1C=C(C=C2C=C(NC12)C=1SC(CN1)CC(=O)OCC)OC(F)(F)F (ethyl {2-[7-[(2-thienylsulfonyl)amino]-5-(trifluoromethoxy)-1H-indol-2-yl]-4,5-dihydro-1,3-thiazol-5-yl}acetate), [OH-].[Na+] (sodium hydroxide), O1CCCC1 (tetrahydrofuran). The solvent is C(C)O (ethanol). Reaction conditions: temperature 50 celsius, time 30 minute. Product: S1C(=CC=C1)S(=O)(=O)NC=1C=C(C=C2C=C(NC12)C=1SC(CN1)CC(=O)O)OC(F)(F)F ({2-[7-[(2-thienylsulfonyl)amino]-5-(trifluoromethoxy)-1H-indol-2-yl]-4,5-dihydro-1,3-thiazol-5-yl}acetic acid). Yield: 66.3%. Reaction SMILES: [S:1]1[CH:5]=[CH:4][CH:3]=[C:2]1[S:6]([NH:9][C:10]1[CH:11]=[C:12]([O:30][C:31]([F:34])([F:33])[F:32])[CH:13]=[C:14]2[C:18]=1[NH:17][C:16]([C:19]1[S:20][CH:21]([CH2:24][C:25]([O:27]CC)=[O:26])[CH2:22][N:23]=1)=[CH:15]2)(=[O:8])=[O:7].[OH-].[Na+].O1CCCC1.C(O)(=O)CC(CC(O)=O)(C(O)=O)O>C(O)C>[S:1]1[CH:5]=[CH:4][CH:3]=[C:2]1[S:6]([NH:9][C:10]1[CH:11]=[C:12]([O:30][C:31]([F:32])([F:34])[F:33])[CH:13]=[C:14]2[C:18]=1[NH:17][C:16]([C:19]1[S:20][CH:21]([CH2:24][C:25]([OH:27])=[O:26])[CH2:22][N:23]=1)=[CH:15]2)(=[O:7])=[O:8] |f:1.2|. Procedure: A mixture of ethyl {2-[7-[(2-thienylsulfonyl)amino]-5-(trifluoromethoxy)-1H-indol-2-yl]-4,5-dihydro-1,3-thiazol-5-yl}acetate (780 mg), 1N aqueous sodium hydroxide solution (5 mL), tetrahydrofuran (5 mL) and ethanol (5 mL) was stirred at 50° C. for 30 min. The reaction mixture was acidified with aqueous citric acid solution, and extracted with ethyl acetate. The ethyl acetate layer was washed with saturated brine, dried (MgSO4), and concentrated. The residue was crystallized from ethyl acetate-di... Reactants: CO, CN, FCCOc1ccc2cc(-c3ccnc(Cl)n3)sc2c1, C1CCOC1, O. The product is CNc1nccc(-c2cc3ccc(OCCF)cc3s2)n1. As a reaction SMILES: [CH3:21][OH:22].[CH3:23][NH2:24].[Cl:1][c:2]1[n:3][cH:4][cH:5][c:6](-[c:8]2[s:9][c:10]3[c:11]([cH:12]2)[cH:13][cH:14][c:15]([O:17][CH2:18][CH2:19][F:20])[cH:16]3)[n:7]1.[O:26]1[CH2:27][CH2:28][CH2:29][CH2:30]1.[OH2:25]>>[c:2]1([NH:24][CH3:23])[n:3][cH:4][cH:5][c:6](-[c:8]2[s:9][c:10]3[c:11]([cH:12]2)[cH:13][cH:14][c:15]([O:17][CH2:18][CH2:19][F:20])[cH:16]3)[n:7]1. Reactants: CCOCCl, [CH2]C, COc1cc(Oc2cccc(C(F)(F)F)c2)nc(C(N)=O)c1, [H-], [Na+], CN(C)C=O, c1ccccc1. Yields the product CCOCNC(=O)c1cc(OC)cc(Oc2cccc(C(F)(F)F)c2)n1. Reaction SMILES: [CH2:31]([CH3:32])[O:33][CH2:34][Cl:35].[CH2:36][CH3:37].[CH3:1][O:2][c:3]1[cH:4][c:5]([C:20](=[O:21])[NH2:22])[n:6][c:7]([O:9][c:10]2[cH:11][c:12]([C:16]([F:17])([F:18])[F:19])[cH:13][cH:14][cH:15]2)[cH:8]1.[H-:30].[Na+:29].[O:38]=[CH:39][N:40]([CH3:41])[CH3:42].[cH:23]1[cH:24][cH:25][cH:26][cH:27][cH:28]1>>[CH3:1][O:2][c:3]1[cH:4][c:5]([C:20](=[O:21])[NH:22][CH2:34][O:33][CH2:31][CH3:32])[n:6][c:7]([O:9][c:10]2[cH:11][c:12]([C:16]([F:17])([F:18])[F:19])[cH:13][cH:14][cH:15]2)[cH:8]1. The reactants are C(C)(=O)NC1=CC=C(C=C1)SC1=C(C=C(C(=O)O)C=C1S(NCCCC)(=O)=O)NCCCC (4-(4-acetamidophenylmercapto)-3-n-butylamino-5-n-butylsulfamoyl benzoic acid), [OH-].[Na+] (sodium hydroxide). The product is NC1=CC=C(C=C1)SC1=C(C=C(C(=O)O)C=C1S(NCCCC)(=O)=O)NCCCC (4-(4-amino-phenylmercapto)-3-n-butylamino-5-n-butylsulfamoylbenzoic acid). Reaction SMILES: C([NH:4][C:5]1[CH:10]=[CH:9][C:8]([S:11][C:12]2[C:20]([S:21](=[O:28])(=[O:27])[NH:22][CH2:23][CH2:24][CH2:25][CH3:26])=[CH:19][C:15]([C:16]([OH:18])=[O:17])=[CH:14][C:13]=2[NH:29][CH2:30][CH2:31][CH2:32][CH3:33])=[CH:7][CH:6]=1)(=O)C.[OH-].[Na+]>>[NH2:4][C:5]1[CH:10]=[CH:9][C:8]([S:11][C:12]2[C:20]([S:21](=[O:28])(=[O:27])[NH:22][CH2:23][CH2:24][CH2:25][CH3:26])=[CH:19][C:15]([C:16]([OH:18])=[O:17])=[CH:14][C:13]=2[NH:29][CH2:30][CH2:31][CH2:32][CH3:33])=[CH:7][CH:6]=1 |f:1.2|. Procedure: The mixture of 5.1 g of 4-(4-acetamidophenylmercapto)-3-n-butylamino-5-n-butylsulfamoyl benzoic acid and 75 ml of 2N aqueous sodium hydroxide is refluxed for 2 hours under nitrogen and filtered after cooling to room temperature. The filtrate is acidified with glacial acetic acid to pH=4, the precipitate filtered off and recrystallized several times from aqueous ethanol. It is dissolved in the minimum amount of 2N aqueous sodium hydroxide, chromatographed on silica gel and the column eluted with ... The reactants are Cn1c(=O)c(-c2ccc(Br)cc2)cc2c3cc(-c4csc(CNC(=O)OCc5ccccc5)n4)ccc3n(C)c21, O=C(O)C(F)(F)F, O, CSc1ccccc1. Product: Cn1c(=O)c(-c2ccc(Br)cc2)cc2c3cc(-c4csc(CN)n4)ccc3n(C)c21. RXN SMILES: [CH2:1]([O:2][C:3](=[O:4])[NH:10][CH2:11][c:12]1[s:13][cH:14][c:15](-[c:17]2[cH:18][c:19]3[c:20]4[c:21]([n:22]([CH3:26])[c:23]3[cH:24][cH:25]2)[n:27]([CH3:39])[c:28](=[O:38])[c:29](-[c:31]2[cH:32][cH:33][c:34]([Br:37])[cH:35][cH:36]2)[cH:30]4)[n:16]1)[c:5]1[cH:6][cH:7][cH:8][cH:9][cH:40]1.[F:50][C:51]([F:52])([F:53])[C:54]([OH:55])=[O:56].[OH2:49].[c:41]1([S:42][CH3:43])[cH:44][cH:45][cH:46][cH:47][cH:48]1>>[NH2:10][CH2:11][c:12]1[s:13][cH:14][c:15](-[c:17]2[cH:18][c:19]3[c:20]4[c:21]([n:22]([CH3:26])[c:23]3[cH:24][cH:25]2)[n:27]([CH3:39])[c:28](=[O:38])[c:29](-[c:31]2[cH:32][cH:33][c:34]([Br:37])[cH:35][cH:36]2)[cH:30]4)[n:16]1.